Dataset: the Open Reaction Database (ORD), a public repository of structured organic reaction records. Task: describe an organic reaction: reactants, conditions, products, and yield Reactants: C(C1=CC=CC=C1)Br (benzylbromide), C1=CC=CC1 (cyclopentadiene), [OH-].[Na+] (NaOH). Reagents/catalysts: CCCCCCCC[N+](C)(CCCCCCCC)CCCCCCCC.[Cl-] (ALIQUAT 336). Solvent: O (water). Run at temperature 40 celsius, time 0.5 hour. Product: C(C1=CC=CC=C1)C1(C=CC=C1)CC1=CC=CC=C1 (di-(benzyl)cyclopentadiene). Isolated yield 101.5%. As a reaction SMILES: [CH2:1](Br)[C:2]1[CH:7]=[CH:6][CH:5]=[CH:4][CH:3]=1.[CH:9]1[CH2:13][CH:12]=[CH:11][CH:10]=1.[OH-].[Na+]>CCCCCCCC[N+](CCCCCCCC)(CCCCCCCC)C.[Cl-].O>[CH2:1]([C:10]1([CH2:1][C:2]2[CH:7]=[CH:6][CH:5]=[CH:4][CH:3]=2)[CH:9]=[CH:13][CH:12]=[CH:11]1)[C:2]1[CH:7]=[CH:6][CH:5]=[CH:4][CH:3]=1 |f:2.3,4.5|. Procedure: A 1.0 L double-walled reactor, provided with baffles, condenser, top stirrer, thermometer and dropping funnel equipped with a nitrogen inlet was charged with ALIQUAT 336 (8.1 g, 20 mmol), benzylbromide (62.9 g, 0.37 mol) and freshly cracked cyclopentadiene (11.9 g, 0.18 mol). A 50 wt. % NaOH aqueous solution (149 g) was then added via the dropping funnel to the turbulently stirred reaction mixture. The reaction mixture was cooled with water during the addition of the base. After 0.5 hour, the re... Reactants: CCCCCCCCCCCCCC(=O)Cl, CCC=CCCOC(=O)CCC(O)CCCCCC, CN(C)c1ccccn1, C1CCOC1, O, c1ccncc1. The product is CCC=CCCOC(=O)CCC(CCCCCC)OC(=O)CCCCCCCCCCCCC. As a reaction SMILES: [C:35]([CH2:36][CH2:37][CH2:38][CH2:39][CH2:40][CH2:41][CH2:42][CH2:43][CH2:44][CH2:45][CH2:46][CH2:47][CH3:48])(=[O:49])[Cl:50].[CH2:1]([CH2:2][CH:3]=[CH:4][CH2:5][CH3:6])[O:7][C:8]([CH2:9][CH2:10][CH:11]([CH2:12][CH2:13][CH2:14][CH2:15][CH2:16][CH3:17])[OH:18])=[O:19].[CH3:26][N:27]([c:28]1[cH:29][cH:30][cH:31][cH:32][n:33]1)[CH3:34].[O:51]1[CH2:52][CH2:53][CH2:54][CH2:55]1.[OH2:56].[cH:20]1[cH:21][cH:22][n:23][cH:24][cH:25]1>>[CH2:1]([CH2:2][CH:3]=[CH:4][CH2:5][CH3:6])[O:7][C:8]([CH2:9][CH2:10][CH:11]([CH2:12][CH2:13][CH2:14][CH2:15][CH2:16][CH3:17])[O:18][C:35]([CH2:36][CH2:37][CH2:38][CH2:39][CH2:40][CH2:41][CH2:42][CH2:43][CH2:44][CH2:45][CH2:46][CH2:47][CH3:48])=[O:49])=[O:19]. Starting materials: C(C1=CC=CC=C1)OCCO (2-benzyloxyethanol), NC1=C(C=CC(=C1)Cl)[N+](=O)[O-] (2-amino-4-chloro-1-nitrobenzene), CN(C=O)C (dimethylformamide), [H-].[Na+] (sodium hydride). The solvent is O (water). Yields the product NC1=C(C=CC(=C1)OCCOCC1=CC=CC=C1)[N+](=O)[O-] (2-amino-1-nitro-4-(2-benzyloxyethoxy)benzene). RXN SMILES: [CH2:1]([O:8][CH2:9][CH2:10][OH:11])[C:2]1[CH:7]=[CH:6][CH:5]=[CH:4][CH:3]=1.CN(C)C=O.[H-].[Na+].[NH2:19][C:20]1[CH:25]=[C:24](Cl)[CH:23]=[CH:22][C:21]=1[N+:27]([O-:29])=[O:28]>O>[NH2:19][C:20]1[CH:25]=[C:24]([O:11][CH2:10][CH2:9][O:8][CH2:1][C:2]2[CH:7]=[CH:6][CH:5]=[CH:4][CH:3]=2)[CH:23]=[CH:22][C:21]=1[N+:27]([O-:29])=[O:28] |f:2.3|. Reported procedure: A solution of 7.5 g. of 2-benzyloxyethanol in 30 ml. of dimethylformamide is treated with 1.2 g. of sodium hydride. When the mixture is homogeneous, 3.5 g. of 2-amino-4-chloro-1-nitrobenzene is added and the mixture heated at 110°-120° for 4 hours. The mixture is cooled, diluted with water and extracted with benzene. The crude product is treated with charcoal and isolated by precipitation with cyclohexane to afford 2-amino-1-nitro-4-(2-benzyloxyethoxy)benzene. The reactants are COC(=O)C(Br)CC(=O)O, CN(C)C=O, ClCCl, O=S(Cl)Cl. The product is COC(=O)C(Br)CC(=O)Cl. As a reaction SMILES: [Br:5][CH:6]([C:7](=[O:8])[O:9][CH3:10])[CH2:11][C:12](=[O:13])[OH:14].[CH3:15][N:16]([CH3:17])[CH:18]=[O:19].[Cl:20][CH2:21][Cl:22].[S:1]([Cl:2])([Cl:3])=[O:4]>>[Cl:3][C:12]([CH2:11][CH:6]([Br:5])[C:7](=[O:8])[O:9][CH3:10])=[O:14]. Reactants: C1CCNC1, CC#N, CCO, CN1CCc2c(F)ccc3c(=O)c(C(=O)O)cn1c23. Product: CN1CCc2c(N3CCCC3)ccc3c(=O)c(C(=O)O)cn1c23. RXN SMILES: [CH2:20]1[CH2:21][CH2:22][NH:23][CH2:24]1.[CH3:25][C:26]#[N:27].[CH3:28][CH2:29][OH:30].[F:1][c:2]1[c:3]2[c:8]3[n:7]([cH:14][c:13]([C:15](=[O:16])[OH:17])[c:12](=[O:18])[c:9]3[cH:10][cH:11]1)[N:6]([CH3:19])[CH2:5][CH2:4]2>>[c:2]1([N:23]2[CH2:22][CH2:21][CH2:20][CH2:24]2)[c:3]2[c:8]3[n:7]([cH:14][c:13]([C:15](=[O:16])[OH:17])[c:12](=[O:18])[c:9]3[cH:10][cH:11]1)[N:6]([CH3:19])[CH2:5][CH2:4]2. Procedure: 2.00 g (11.38 mmol) of the crude product from Example 8A (90% pure) are dissolved in 50 ml of dry DMF, and 1.47 g (21.62 mmol) of imidazole and 2.40 g (15.93 mmol) of tert-butyldimethyl-silyl chloride are added. The reaction mixture is stirred at RT for 20 h. 40 ml each of diethyl ether and of saturated aqueous sodium bicarbonate solution are then added to the mixture. After phase separation, the organic phase is dried over magnesium sulfate and the solvent is removed on a rotary evaporator. The... As a reaction SMILES: [OH:1][CH:2]1[CH2:7][CH2:6][CH:5]([C:8]([O:10][CH3:11])=[O:9])[CH2:4][CH2:3]1.N1C=CN=C1.[C:17]([Si:21](Cl)([CH3:23])[CH3:22])([CH3:20])([CH3:19])[CH3:18].C(=O)(O)[O-].[Na+]>CN(C=O)C.C(OCC)C>[Si:21]([O:1][CH:2]1[CH2:3][CH2:4][CH:5]([C:8]([O:10][CH3:11])=[O:9])[CH2:6][CH2:7]1)([C:17]([CH3:20])([CH3:19])[CH3:18])([CH3:23])[CH3:22] |f:3.4|. Conditions: time 20 hour. Run in C(C)OCC (diethyl ether), CN(C)C=O (DMF). Product: [Si](C)(C)(C(C)(C)C)OC1CCC(CC1)C(=O)OC (Methyl 4-{[tert-butyl(dimethyl)silyl]oxy}cyclohexanecarboxylate). Reactants: C([O-])(O)=O.[Na+] (sodium bicarbonate), N1C=NC=C1 (imidazole), C(C)(C)(C)[Si](C)(C)Cl (tert-butyldimethyl-silyl chloride), OC1CCC(CC1)C(=O)OC (Methyl 4-hydroxycyclohexanecarboxylate). The reactants are COC(=O)c1ccc2c(Br)nn(-c3ccc(C)cc3)c2c1, O=C([O-])[O-], CN(C)C=O, OB(O)c1ccccc1Cl, Cl[Cu], [Cs+], [Cs+], CC(=O)[O-], CC(=O)[O-], [Pd+2]. Product: COC(=O)c1ccc2c(-c3ccccc3Cl)nn(-c3ccc(C)cc3)c2c1. RXN SMILES: [Br:1][c:2]1[n:3][n:4](-[c:15]2[cH:16][cH:17][c:18]([CH3:21])[cH:19][cH:20]2)[c:5]2[cH:6][c:7]([C:11](=[O:12])[O:13][CH3:14])[cH:8][cH:9][c:10]12.[C:32](=[O:33])([O-:34])[O-:35].[CH3:49][N:50]([CH3:51])[CH:52]=[O:53].[Cl:22][c:23]1[c:24]([B:29]([OH:30])[OH:31])[cH:25][cH:26][cH:27][cH:28]1.[Cl:38][Cu:39].[Cs+:36].[Cs+:37].[O-:41][C:42]([CH3:43])=[O:44].[O-:45][C:46]([CH3:47])=[O:48].[Pd+2:40]>>[c:2]1(-[c:24]2[c:23]([Cl:22])[cH:28][cH:27][cH:26][cH:25]2)[n:3][n:4](-[c:15]2[cH:16][cH:17][c:18]([CH3:21])[cH:19][cH:20]2)[c:5]2[cH:6][c:7]([C:11](=[O:12])[O:13][CH3:14])[cH:8][cH:9][c:10]12. Reactants: C(C(=O)C)C=1C(NCCCC1C1=CC(=CC=C1)OC)=O (3-acetonyl-4-(3-methoxyphenyl)-1,5,6,7-tetrahydro-2H-azepinone), C([O-])([O-])=O.[K+].[K+] (potassium carbonate), Cl.NO (hydroxylamine hydrochloride). Solvent: CO (methanol), O (water), O (water). Conditions: time 8 hour. Product: ON=C(CC=1C(NCCCC1C1=CC(=CC=C1)OC)=O)C (3-(2-hydroxyiminopropyl)-4-(3-methoxyphenyl)-1,5,6,7-tetrahydro-2H-azepinone). Reaction SMILES: [CH2:1]([C:5]1[C:6](=[O:20])[NH:7][CH2:8][CH2:9][CH2:10][C:11]=1[C:12]1[CH:17]=[CH:16][CH:15]=[C:14]([O:18][CH3:19])[CH:13]=1)[C:2]([CH3:4])=O.C(=O)([O-])[O-].[K+].[K+].Cl.[NH2:28][OH:29]>O.CO>[OH:29][N:28]=[C:2]([CH3:4])[CH2:1][C:5]1[C:6](=[O:20])[NH:7][CH2:8][CH2:9][CH2:10][C:11]=1[C:12]1[CH:17]=[CH:16][CH:15]=[C:14]([O:18][CH3:19])[CH:13]=1 |f:1.2.3,4.5|. Reported procedure: The starting material is prepared as follows: The mixture of 7.0 g of 3-acetonyl-4-(3-methoxyphenyl)-1,5,6,7-tetrahydro-2H-azepinone, 3.88 g of potassium carbonate, 3.55 g of hydroxylamine hydrochloride, 5 ml of water and 60 ml of methanol is refluxed for 5 hours and then stirred at room temperature overnight. 80 ml of water are added, the precipitate collected and washed with ethanol and diethyl ether, to yield the 3-(2-hydroxyiminopropyl)-4-(3-methoxyphenyl)-1,5,6,7-tetrahydro-2H-azepinone, me... The reactants are Example 1 ( g ), ClCC=1C=C(C2=CC=CC=C2C1)OCOCC[Si](C)(C)C (3-chloromethyl-1-(2-trimethylsilanyl-ethoxymethoxy)-naphthalene), Example 5 ( c ), OC1CN(CCC1C1=CC=C(C=C1)CCOC(C1=CC=CC=C1)(C1=CC=CC=C1)C1=CC=CC=C1)C(=O)OC(C)(C)C (tert-butyl (3RS,4RS)-3-hydroxy-4-[4-(2-trityloxy-ethyl)-phenyl]-piperidine-1-carboxylate), Example 29 ( t ). The product is C[Si](CCOCOC1=CC(=CC2=CC=CC=C12)COC1CN(CCC1C1=CC=C(C=C1)CCOC(C1=CC=CC=C1)(C1=CC=CC=C1)C1=CC=CC=C1)C(=O)OC(C)(C)C)(C)C (tert-butyl (3RS,4RS)-3-[4-(2-trimethylsilanyl-ethoxymethoxy)-naphthalen-2-ylmethoxy]-4-[4-(2-trityloxy-ethyl)-phenyl]-piperidine-1-carboxylate). Reaction SMILES: [OH:1][CH:2]1[CH:7]([C:8]2[CH:13]=[CH:12][C:11]([CH2:14][CH2:15][O:16][C:17]([C:30]3[CH:35]=[CH:34][CH:33]=[CH:32][CH:31]=3)([C:24]3[CH:29]=[CH:28][CH:27]=[CH:26][CH:25]=3)[C:18]3[CH:23]=[CH:22][CH:21]=[CH:20][CH:19]=3)=[CH:10][CH:9]=2)[CH2:6][CH2:5][N:4]([C:36]([O:38][C:39]([CH3:42])([CH3:41])[CH3:40])=[O:37])[CH2:3]1.Cl[CH2:44][C:45]1[CH:46]=[C:47]([O:55][CH2:56][O:57][CH2:58][CH2:59][Si:60]([CH3:63])([CH3:62])[CH3:61])[C:48]2[C:53]([CH:54]=1)=[CH:52][CH:51]=[CH:50][CH:49]=2>>[CH3:61][Si:60]([CH3:62])([CH3:63])[CH2:59][CH2:58][O:57][CH2:56][O:55][C:47]1[C:48]2[C:53](=[CH:52][CH:51]=[CH:50][CH:49]=2)[CH:54]=[C:45]([CH2:44][O:1][CH:2]2[CH:7]([C:8]3[CH:13]=[CH:12][C:11]([CH2:14][CH2:15][O:16][C:17]([C:18]4[CH:23]=[CH:22][CH:21]=[CH:20][CH:19]=4)([C:24]4[CH:25]=[CH:26][CH:27]=[CH:28][CH:29]=4)[C:30]4[CH:31]=[CH:32][CH:33]=[CH:34][CH:35]=4)=[CH:10][CH:9]=3)[CH2:6][CH2:5][N:4]([C:36]([O:38][C:39]([CH3:42])([CH3:41])[CH3:40])=[O:37])[CH2:3]2)[CH:46]=1. Procedure: (α) In an analogous manner to that described in Example 1 (g), by alkylating tert-butyl (3RS,4RS)-3-hydroxy-4-[4-(2-trityloxy-ethyl)-phenyl]-piperidine-1-carboxylate [Example 29 (t)] with 3-chloromethyl-1-(2-trimethylsilanyl-ethoxymethoxy)-naphthalene [Example 5 (c)] there was obtained tert-butyl (3RS,4RS)-3-[4-(2-trimethylsilanyl-ethoxymethoxy)-naphthalen-2-ylmethoxy]-4-[4-(2-trityloxy-ethyl)-phenyl]-piperidine-1-carboxylate.